From a dataset of the Open Reaction Database (ORD), a public repository of structured organic reaction records. describe an organic reaction: reactants, conditions, products, and yield The reactants are Intermediate 20, IC1=C(C=CC(=C1)S(=O)(=O)C1=CC=CC=C1)C (2-iodo-1-methyl-4-(phenylsulfonyl)benzene), IC1=C(C=CC(=C1)S(=O)(=O)C1=CC=CC=C1)C (2-iodo-1-methyl-4-(phenylsulfonyl)benzene), C(C)(C)(C)OC(COC1=C(C=C(C=C1)Cl)C#C)=O (tert-butyl(4-chloro-2-ethynylphenoxy)acetate), C(C)(C)(C)OC(COC1=C(C=C(C=C1)Cl)C#C)=O (tert-butyl(4-chloro-2-ethynylphenoxy)acetate). The product is C(C)(C)(C)OC(COC1=C(C=C(C=C1)Cl)C#CC1=C(C=CC(=C1)S(=O)(=O)C1=CC=CC=C1)C)=O (tert-butyl(4-chloro-2-{[2-methyl-5-(phenylsulfonyl)phenyl]ethynyl}phenoxy)acetate). As a reaction SMILES: [C:1]([O:5][C:6](=[O:18])[CH2:7][O:8][C:9]1[CH:14]=[CH:13][C:12]([Cl:15])=[CH:11][C:10]=1[C:16]#[CH:17])([CH3:4])([CH3:3])[CH3:2].I[C:20]1[CH:25]=[C:24]([S:26]([C:29]2[CH:34]=[CH:33][CH:32]=[CH:31][CH:30]=2)(=[O:28])=[O:27])[CH:23]=[CH:22][C:21]=1[CH3:35]>>[C:1]([O:5][C:6](=[O:18])[CH2:7][O:8][C:9]1[CH:14]=[CH:13][C:12]([Cl:15])=[CH:11][C:10]=1[C:16]#[C:17][C:22]1[CH:23]=[C:24]([S:26]([C:29]2[CH:34]=[CH:33][CH:32]=[CH:31][CH:30]=2)(=[O:28])=[O:27])[CH:25]=[CH:20][C:21]=1[CH3:35])([CH3:4])([CH3:3])[CH3:2]. Procedure details: Following the general method as outlined in Intermediate 20, starting from (4-chloro-2-ethynyl-phenoxy)-acetic acid tert-butyl ester (Intermediate 3) and 2-iodo-1-methyl-4-(phenylsulfonyl)benzene (Intermediate 114), the title compound was obtained as a brown sticky solid in quantitative yield after purification by flash column chromatography (silica), eluting with cyclohexane containing increasing amounts of EtOAc. The reactants are P(=O)(Cl)(Cl)Cl (Phosphorus oxychloride), NC1=C(C(=NN1C1=C(C=C(C=C1Cl)C(F)(F)F)Br)C(N)=O)S(=O)(=O)C (5-amino-1-(2-bromo-6-chloro-4-trifluoromethylphenyl)-3-carbamoyl-4-methanesulphonylpyrazole). Solvent: O (water). Conditions: time 8 hour. Yields the product NC1=C(C(=NN1C1=C(C=C(C=C1Cl)C(F)(F)F)Br)C#N)S(=O)(=O)C (5-amino-1-(2-bromo-6-chloro-4-trifluoromethylphenyl)-3-cyano-4-methanesulphonylpyrazole). As a reaction SMILES: P(Cl)(Cl)(Cl)=O.[NH2:6][C:7]1[N:11]([C:12]2[C:17]([Cl:18])=[CH:16][C:15]([C:19]([F:22])([F:21])[F:20])=[CH:14][C:13]=2[Br:23])[N:10]=[C:9]([C:24](=O)[NH2:25])[C:8]=1[S:27]([CH3:30])(=[O:29])=[O:28]>O>[NH2:6][C:7]1[N:11]([C:12]2[C:17]([Cl:18])=[CH:16][C:15]([C:19]([F:21])([F:22])[F:20])=[CH:14][C:13]=2[Br:23])[N:10]=[C:9]([C:24]#[N:25])[C:8]=1[S:27]([CH3:30])(=[O:29])=[O:28]. Procedure: Phosphorus oxychloride (20 ml) was added to 5-amino-1-(2-bromo-6-chloro-4-trifluoromethylphenyl)-3-carbamoyl-4-methanesulphonylpyrazole (4.0 g) and the solution heated at 50°-60° C. for 3.25 hours, and left at room temperature overnight. The mixture was cautiously added to vigorously stirred water (200 ml), and the precipitated solid collected and dried in vacuo. Recrystallisation from toluene/ethanol gave 5-amino-1-(2-bromo-6-chloro-4-trifluoromethylphenyl)-3-cyano-4-methanesulphonylpyrazole as... Starting materials: BrCCl (bromo-chloro-methane), COC1=C(C(=CC=C1)O)O (3-methoxy-benzene-1,2-diol), O (water). Solvent: CN(C)C=O (DMF). Reaction conditions: time 4 hour. The product is COC1=CC=CC=2OCOC21 (4-Methoxy-benzo[1,3]dioxole). As a reaction SMILES: [CH3:1][O:2][C:3]1[CH:8]=[CH:7][CH:6]=[C:5]([OH:9])[C:4]=1[OH:10].Br[CH2:12]Cl.O>CN(C=O)C>[CH3:1][O:2][C:3]1[C:4]2[O:10][CH2:12][O:9][C:5]=2[CH:6]=[CH:7][CH:8]=1. Procedure: A mixture of 3-methoxy-benzene-1,2-diol (1.161 g, 8.28 mmol) in DMF (10 mL) was added to bromo-chloro-methane (611 ul, 1.1 equivalents) and stirred at 90 degrees Celsius for 4 hours. The mixture was poured into water and extracted with dichloromethane. The organic layer was poured thru a phase separator cartridge and concentrated to dryness. The crude product is a yellow liquid. The liquid was purified by column chromatography yielding 1.21 g, (96%). 1H-NMR (DMSO, 500 MHz) 6.7 (t, 1H), 6.63 (d, ... Reactants: C1CCOC1, CO, COc1cccc2c1nc(C(F)F)n2-c1nc(C2=CCN(C(=O)OC(C)(C)C)CC2)nc(N2CCOCC2)n1. The product is COc1cccc2c1nc(C(F)F)n2-c1nc(C2CCN(C(=O)OC(C)(C)C)CC2)nc(N2CCOCC2)n1. Reaction SMILES: [CH2:42]1[O:43][CH2:44][CH2:45][CH2:46]1.[CH3:40][OH:41].[F:1][CH:2]([c:3]1[n:4][c:5]2[c:6]([n:7]1-[c:8]1[n:9][c:10]([C:20]3=[CH:25][CH2:24][N:23]([C:26](=[O:27])[O:28][C:29]([CH3:30])([CH3:31])[CH3:32])[CH2:22][CH2:21]3)[n:11][c:12]([N:14]3[CH2:15][CH2:16][O:17][CH2:18][CH2:19]3)[n:13]1)[cH:33][cH:34][cH:35][c:36]2[O:37][CH3:38])[F:39]>>[F:1][CH:2]([c:3]1[n:4][c:5]2[c:6]([n:7]1-[c:8]1[n:9][c:10]([CH:20]3[CH2:21][CH2:22][N:23]([C:26](=[O:27])[O:28][C:29]([CH3:30])([CH3:31])[CH3:32])[CH2:24][CH2:25]3)[n:11][c:12]([N:14]3[CH2:15][CH2:16][O:17][CH2:18][CH2:19]3)[n:13]1)[cH:33][cH:34][cH:35][c:36]2[O:37][CH3:38])[F:39]. Starting materials: C(O)(O)=O.NC(=N)N (Guanidine carbonate), COC1=C(CC(C(=O)OCC)C(C)=O)C=C(C=C1)CC(=O)OC (Ethyl 2-(2-methoxy-5-(2-methoxy-2-oxoethyl)benzyl)-3-oxobutanoate). The solvent is CO (MeOH). Reaction conditions: temperature 50 celsius, time 15 hour. Yields the product NC1=NC(=C(C(=N1)O)CC=1C=C(C=CC1OC)CC(=O)OC)C (Methyl 2-(3-((2-amino-4-hydroxy-6-methylpyrimidin-5-yl)methyl)-4-methoxyphenyl)acetate). Reaction SMILES: C(=O)(O)O.[NH2:5][C:6]([NH2:8])=[NH:7].[CH3:9][O:10][C:11]1[CH:26]=[CH:25][C:24]([CH2:27][C:28]([O:30][CH3:31])=[O:29])=[CH:23][C:12]=1[CH2:13][CH:14]([C:20](=O)[CH3:21])[C:15](OCC)=[O:16]>CO>[NH2:7][C:6]1[N:8]=[C:15]([OH:16])[C:14]([CH2:13][C:12]2[CH:23]=[C:24]([CH2:27][C:28]([O:30][CH3:31])=[O:29])[CH:25]=[CH:26][C:11]=2[O:10][CH3:9])=[C:20]([CH3:21])[N:5]=1 |f:0.1|. Reported procedure: Guanidine carbonate (0.443 g) was added to a solution of the product from step (iii) (0.52 g) in MeOH (10 ml) and stirred at 50° C. for 15 h. The solvent was evaporated and the residue stirred in EtOAc (10 mL) and water (10 mL), the resulting solid was filtered off. Further product was collected by evaporation of the filtrate, the solids were combined to give the subtitle compound as a yellow solid, 0.607 g. The reactants are tris-(2-aminoethyl)amine polystyrene resin, C1(=CC=CC=C1)[C@H]1[C@@H](C1)N=C=O (trans-2-Phenylcyclopropyl isocyanate), NC1=NC=NC2=CC(=C(C=C12)OC)OCC1CCN(CC1)C (4-amino-6-methoxy-7-(1-methylpiperidin-4-ylmethoxy)quinazoline), resultant mixture. Reaction conditions: time 1 hour. Run in C(Cl)(Cl)Cl (chloroform), C(Cl)(Cl)Cl (chloroform). Reported procedure: trans-2-Phenylcyclopropyl isocyanate (0.2 ml) was added to a stirred mixture of 4-amino-6-methoxy-7-(1-methylpiperidin-4-ylmethoxy)quinazoline (0.1 g) and chloroform (3 ml) and the resultant mixture was stirred at ambient temperature for 20 hours. The reaction mixture was diluted with chloroform (3 ml) and tris-(2-aminoethyl)amine polystyrene resin (0.5 g) was added. The mixture was stirred at ambient temperature for 1 hour. The mixture was filtered and the filtrate was evaporated. The residue w... Product: COC=1C=C2C(=NC=NC2=CC1OCC1CCN(CC1)C)NC(=O)N[C@H]1[C@@H](C1)C1=CC=CC=C1 (1-[6-methoxy-7-(N-methylpiperidin-4-ylmethoxy)quinazolin-4-yl]-3-(trans-2-phenylcyclopropyl)urea). Reaction SMILES: [C:1]1([C@@H:7]2[CH2:9][C@H:8]2[N:10]=[C:11]=[O:12])[CH:6]=[CH:5][CH:4]=[CH:3][CH:2]=1.[NH2:13][C:14]1[C:23]2[C:18](=[CH:19][C:20]([O:26][CH2:27][CH:28]3[CH2:33][CH2:32][N:31]([CH3:34])[CH2:30][CH2:29]3)=[C:21]([O:24][CH3:25])[CH:22]=2)[N:17]=[CH:16][N:15]=1>C(Cl)(Cl)Cl>[CH3:25][O:24][C:21]1[CH:22]=[C:23]2[C:18](=[CH:19][C:20]=1[O:26][CH2:27][CH:28]1[CH2:33][CH2:32][N:31]([CH3:34])[CH2:30][CH2:29]1)[N:17]=[CH:16][N:15]=[C:14]2[NH:13][C:11]([NH:10][C@@H:8]1[CH2:9][C@H:7]1[C:1]1[CH:6]=[CH:5][CH:4]=[CH:3][CH:2]=1)=[O:12]. Reactants: Cl (HCl), [O-]C#N.[K+] (potassium cyanate), FC(C(F)(F)F)OC1=CC=C(N)C=C1 (4-tetrafluoroethoxyaniline). Run in O (water). Run at time 30 minute. Yields the product FC(C(F)(F)F)OC1=CC=C(C=C1)NC(=O)N (4-tetrafluoroethoxyphenylurea). Yield: 87.1%. RXN SMILES: [F:1][CH:2]([O:7][C:8]1[CH:14]=[CH:13][C:11]([NH2:12])=[CH:10][CH:9]=1)[C:3]([F:6])([F:5])[F:4].Cl.[O-:16][C:17]#[N:18].[K+]>O>[F:1][CH:2]([O:7][C:8]1[CH:14]=[CH:13][C:11]([NH:12][C:17]([NH2:18])=[O:16])=[CH:10][CH:9]=1)[C:3]([F:4])([F:5])[F:6] |f:2.3|. Procedure details: 10 g of 4-tetrafluoroethoxyaniline, prepared as in Example 1, in 40 ml of water, and 10 ml of 1:1 HCl, were reacted with 3.9 g of potassium cyanate. The mixture was stirred for 30 minutes and the formed solid was filtered out, rinsed with cool water, and dried to give 10.5 g of the desired compound, having a melting point of 167°-168° C. Isolated yield 84.2%. Solvent: C(Cl)Cl (CH2Cl2), C(Cl)Cl (CH2Cl2). As a reaction SMILES: [OH:1][C@H:2]1[CH2:26][CH2:25][C@@:24]2([CH3:27])[C:4](=[CH:5][C:6](=[O:29])[C@@H:7]3[C@@H:23]2[CH2:22][CH2:21][C@@:20]2([CH3:28])[C@H:8]3[CH2:9][CH2:10][C@@H:11]2[C@H:12]([CH3:19])[CH2:13][CH2:14][C:15]([O:17][CH3:18])=[O:16])[CH2:3]1.N#N.FC(F)(F)S(O[Si:38]([CH:45]([CH3:47])[CH3:46])([CH:42]([CH3:44])[CH3:43])[CH:39]([CH3:41])[CH3:40])(=O)=O>C(Cl)Cl>[O:29]=[C:6]1[CH:5]=[C:4]2[C@:24]([CH3:27])([CH2:25][CH2:26][C@H:2]([O:1][Si:38]([CH:45]([CH3:47])[CH3:46])([CH:42]([CH3:44])[CH3:43])[CH:39]([CH3:41])[CH3:40])[CH2:3]2)[C@@H:23]2[C@@H:7]1[C@H:8]1[C@:20]([CH3:28])([CH2:21][CH2:22]2)[C@@H:11]([C@H:12]([CH3:19])[CH2:13][CH2:14][C:15]([O:17][CH3:18])=[O:16])[CH2:10][CH2:9]1. Yields the product O=C1[C@H]2[C@@H]3CC[C@H]([C@@H](CCC(=O)OC)C)[C@]3(CC[C@@H]2[C@]2(CC[C@@H](CC2=C1)O[Si](C(C)C)(C(C)C)C(C)C)C)C (methyl 7-oxo-3β-triisopropylsilyloxychol-5-en-24-oate). Reported procedure: To a solution of methyl 313-hydroxy-7-oxochol-5-en-24-oate (2) (5.02 g, 12.5 mmoles) and 2,6-1utidine (3.32 ml, 28.5 mmoles) in CH2Cl2 (23 ml) cooled in an ice bath in a N2 atmosphere was added dropwise with magnetic stirring triisopropylsilyl trifluoromethanesulfonate (4.56 g, 17 mmoles). After 2 hrs, the reaction was diluted with CH2Cl2 (150 ml). It was then washed with cold 2N HCl, washed twice with H2O and then with saturated brine before drying with MgSO4. Evaporation in vacuo and purificat... Reactants: O[C@@H]1CC2=CC([C@H]3[C@@H]4CC[C@H]([C@@H](CCC(=O)OC)C)[C@]4(CC[C@@H]3[C@]2(CC1)C)C)=O (methyl 3β-hydroxy-7-oxochol-5-en-24-oate), N#N (N2), FC(S(=O)(=O)O[Si](C(C)C)(C(C)C)C(C)C)(F)F (triisopropylsilyl trifluoromethanesulfonate). Run at time 2 hour. Starting materials: CC1(OC(=CC(O1)=O)CC(C(F)(F)F)(O)O)C (2,2-Dimethyl-6-(3,3,3-trifluoro-2,2-dihydroxy-propyl)-[1,3]dioxin-4-one). Run in C1(=CC=CC=C1)C (toluene). Run at temperature 23 celsius, time 10 minute. Product: OC1=CC(OC(=C1)C(F)(F)F)=O (4-Hydroxy-6-trifluoromethyl-pyran-2-one), solid. Isolated yield 36.0%. As a reaction SMILES: CC1(C)O[C:6](=[O:8])[CH:5]=[C:4]([CH2:9][C:10]([OH:16])(O)[C:11]([F:14])([F:13])[F:12])[O:3]1>C1(C)C=CC=CC=1>[OH:3][C:4]1[CH:9]=[C:10]([C:11]([F:12])([F:13])[F:14])[O:16][C:6](=[O:8])[CH:5]=1. Procedure: A suspension of 2,2-dimethyl-6-(3,3,3-trifluoro-2,2-dihydroxy-propyl)-[1,3]dioxin-4-one (example C.22 step 1) (70 g, 273 mmol) in toluene (500 mL) was placed in a preheated (135° C.) oilbath, needed 10 min to reflux, then was refluxed for 25 min while distilling off about 150 mL of solvent. The hot solution was concentrated in vacuum to about 300 mL, some heptane was added, cooled to 23° C., filtered the precipitate off, washed with little cold toluene and dried in HV to give the title compound ... Reactants: O=C([O-])O, CCCCc1c(Cc2ccc(-c3ccccc3C#N)cc2)c(=O)n(C2CCC(OC(C)C(C)O)CC2)c2ncnn12, CC#N, [Na+], [Na+], [Na+], O=S([O-])([O-])=S. Yields the product CCCCc1c(Cc2ccc(-c3ccccc3C#N)cc2)c(=O)n(C2CCC(OC(C)C(C)(C)O)CC2)c2ncnn12. As a reaction SMILES: [C:42](=[O:43])([O-:44])[OH:45].[CH2:1]([CH2:2][CH2:3][CH3:4])[c:5]1[c:6]([CH2:27][c:28]2[cH:29][cH:30][c:31](-[c:34]3[c:35]([C:40]#[N:41])[cH:36][cH:37][cH:38][cH:39]3)[cH:32][cH:33]2)[c:7](=[O:26])[n:8]([CH:14]2[CH2:15][CH2:16][CH:17]([O:20][CH:21]([CH:22]([CH3:23])[OH:24])[CH3:25])[CH2:18][CH2:19]2)[c:9]2[n:10]1[n:11][cH:12][n:13]2.[CH3:54][C:55]#[N:56].[Na+:46].[Na+:52].[Na+:53].[S:47]([O-:48])([O-:49])(=[O:50])=[S:51]>>[CH2:1]([CH2:2][CH2:3][CH3:4])[c:5]1[c:6]([CH2:27][c:28]2[cH:29][cH:30][c:31](-[c:34]3[c:35]([C:40]#[N:41])[cH:36][cH:37][cH:38][cH:39]3)[cH:32][cH:33]2)[c:7](=[O:26])[n:8]([CH:14]2[CH2:15][CH2:16][CH:17]([O:20][CH:21]([C:22]([CH3:23])([OH:24])[CH3:42])[CH3:25])[CH2:18][CH2:19]2)[c:9]2[n:10]1[n:11][cH:12][n:13]2.